Dataset: the Open Reaction Database (ORD), a public repository of structured organic reaction records. Task: describe an organic reaction: reactants, conditions, products, and yield Reactants: [Li]CCCC, C1CCOC1, CON(C)C(=O)CCN(C)C(=O)OC(C)(C)C, CC1(C)COC(c2ccc(Cl)cc2I)=N1. The product is CN(CCC(=O)c1cc(Cl)ccc1C1=NC(C)(C)CO1)C(=O)OC(C)(C)C. RXN SMILES: [CH2:16]([Li:17])[CH2:18][CH2:19][CH3:20].[CH2:38]1[O:39][CH2:40][CH2:41][CH2:42]1.[CH3:21][O:22][N:23]([C:24]([CH2:25][CH2:26][N:27]([C:28]([O:29][C:30]([CH3:31])([CH3:32])[CH3:33])=[O:34])[CH3:35])=[O:36])[CH3:37].[Cl:1][c:2]1[cH:3][c:4]([I:15])[c:5]([C:8]2=[N:12][C:11]([CH3:13])([CH3:14])[CH2:10][O:9]2)[cH:6][cH:7]1>>[Cl:1][c:2]1[cH:3][c:4]([C:24]([CH2:25][CH2:26][N:27]([C:28]([O:29][C:30]([CH3:31])([CH3:32])[CH3:33])=[O:34])[CH3:35])=[O:36])[c:5]([C:8]2=[N:12][C:11]([CH3:13])([CH3:14])[CH2:10][O:9]2)[cH:6][cH:7]1.